This data is from the Open Reaction Database (ORD), a public repository of structured organic reaction records. The task is: describe an organic reaction: reactants, conditions, products, and yield Starting materials: C=O, CC(=O)O, CO, NCCc1csc(Nc2ccccc2)n1. Reaction SMILES: [CH2:20]=[O:21].[CH3:16][C:17](=[O:18])[OH:19].[CH3:22][OH:23].[c:1]1([NH:7][c:8]2[s:9][cH:10][c:11]([CH2:13][CH2:14][NH2:15])[n:12]2)[cH:2][cH:3][cH:4][cH:5][cH:6]1>>[c:1]1([NH:7][c:8]2[s:9][c:10]3[c:11]([n:12]2)[CH2:13][CH2:14][NH:15][CH2:16]3)[cH:2][cH:3][cH:4][cH:5][cH:6]1. Yields the product c1ccc(Nc2nc3c(s2)CNCC3)cc1. The reactants are C(CCCCCCCCCCCCC)C1C(=S)OC(C1)=O (n-tetradecylthiosuccinic anhydride), [OH-].[Na+] (sodium hydroxide), O (water). Solvent: CO (methanol). Conditions: time 1 hour. Yields the product C(CCCCCCCCCCCCC)OC(CCC(=O)[O-])=S.[Na+].[Na+].C(CCCCCCCCCCCCC)OC(CCC(=O)[O-])=S (disodium n-tetradecylthiosuccinate). Reaction SMILES: [CH2:1]([CH:15]1[CH2:20][C:19](=O)[O:18][C:16]1=[S:17])[CH2:2][CH2:3][CH2:4][CH2:5][CH2:6][CH2:7][CH2:8][CH2:9][CH2:10][CH2:11]CCC.[OH-:22].[Na+:23].[OH2:24]>CO>[CH2:19]([O:18][C:16](=[S:17])[CH2:2][CH2:1][C:15]([O-:24])=[O:22])[CH2:20][CH2:15][CH2:1][CH2:2][CH2:3][CH2:4][CH2:5][CH2:6][CH2:7][CH2:8][CH2:9][CH2:10][CH3:11].[Na+:23].[Na+:23].[CH2:19]([O:18][C:16](=[S:17])[CH2:3][CH2:4][C:5]([O-:24])=[O:22])[CH2:20][CH2:15][CH2:1][CH2:2][CH2:3][CH2:4][CH2:5][CH2:6][CH2:7][CH2:8][CH2:9][CH2:10][CH3:11] |f:1.2,5.6.7.8|. Procedure: 12.2 g n-tetradecylthiosuccinic anhydride prepared according to the method of Zienty et al. [J. Org. Chem. 27, 3144 (1962)] was dissolved in methanol. Then, 3.6 g of sodium hydroxide in 15 ml of water was added and the mixture stirred for one hour. The crystalline precipitate was filtered off, dissolved in 150 ml of hot water and decolorized with charcoal. The filtrate from the charcoal treatment was then concentrated in vacuo and poured into acetone to precipitate the disodium n-tetradecylthios... The reactants are CC1(C)OB(c2ccccc2O)OC1(C)C, CC#N, CC(C)COC(=O)N1CCN(c2cc(Cl)ncn2)CC1, [K+], [K+], O=C([O-])[O-], O, c1ccc(P(c2ccccc2)(c2ccccc2)[Pd](P(c2ccccc2)(c2ccccc2)c2ccccc2)(P(c2ccccc2)(c2ccccc2)c2ccccc2)P(c2ccccc2)(c2ccccc2)c2ccccc2)cc1. Product: CC(C)COC(=O)N1CCN(c2cc(-c3ccccc3O)ncn2)CC1. As a reaction SMILES: [CH3:21][C:22]1([CH3:23])[C:24]([CH3:25])([CH3:26])[O:27][B:28]([c:29]2[c:30]([OH:35])[cH:31][cH:32][cH:33][cH:34]2)[O:36]1.[CH3:43][C:44]#[N:45].[Cl:1][c:2]1[cH:3][c:4]([N:8]2[CH2:9][CH2:10][N:11]([C:14](=[O:15])[O:16][CH2:17][CH:18]([CH3:19])[CH3:20])[CH2:12][CH2:13]2)[n:5][cH:6][n:7]1.[K+:37].[K+:38].[O-:39][C:40]([O-:41])=[O:42].[OH2:123].[cH:46]1[cH:47][cH:48][c:49]([P:50]([Pd:51]([P:52]([c:53]2[cH:54][cH:55][cH:56][cH:57][cH:58]2)([c:59]2[cH:60][cH:61][cH:62][cH:63][cH:64]2)[c:65]2[cH:66][cH:67][cH:68][cH:69][cH:70]2)([P:71]([c:72]2[cH:73][cH:74][cH:75][cH:76][cH:77]2)([c:78]2[cH:79][cH:80][cH:81][cH:82][cH:83]2)[c:84]2[cH:85][cH:86][cH:87][cH:88][cH:89]2)[P:90]([c:91]2[cH:92][cH:93][cH:94][cH:95][cH:96]2)([c:97]2[cH:98][cH:99][cH:100][cH:101][cH:102]2)[c:103]2[cH:104][cH:105][cH:106][cH:107][cH:108]2)([c:109]2[cH:110][cH:111][cH:112][cH:113][cH:114]2)[c:115]2[cH:116][cH:117][cH:118][cH:119][cH:120]2)[cH:121][cH:122]1>>[c:2]1(-[c:29]2[c:30]([OH:35])[cH:31][cH:32][cH:33][cH:34]2)[cH:3][c:4]([N:8]2[CH2:9][CH2:10][N:11]([C:14](=[O:15])[O:16][CH2:17][CH:18]([CH3:19])[CH3:20])[CH2:12][CH2:13]2)[n:5][cH:6][n:7]1. Starting materials: CCC1C(c2ccc(OCc3ccccc3)cc2)=CCC(CO)C1C, C1CCOC1, CCOC(C)=O, [Na+], [OH-], O, OO. Product: CCC1C(C)C(CO)CC(O)C1c1ccc(OCc2ccccc2)cc1. RXN SMILES: [CH2:1]([c:2]1[cH:3][cH:4][cH:5][cH:6][cH:7]1)[O:8][c:9]1[cH:10][cH:11][c:12]([C:15]2=[CH:16][CH2:17][CH:18]([CH2:24][OH:25])[CH:19]([CH3:23])[CH:20]2[CH2:21][CH3:22])[cH:13][cH:14]1.[CH2:30]1[O:31][CH2:32][CH2:33][CH2:34]1.[CH3:35][CH2:36][O:37][C:38](=[O:39])[CH3:40].[Na+:27].[OH-:26].[OH2:41].[OH:28][OH:29]>>[CH2:1]([c:2]1[cH:3][cH:4][cH:5][cH:6][cH:7]1)[O:8][c:9]1[cH:10][cH:11][c:12]([CH:15]2[CH:16]([OH:26])[CH2:17][CH:18]([CH2:24][OH:25])[CH:19]([CH3:23])[CH:20]2[CH2:21][CH3:22])[cH:13][cH:14]1. Starting materials: C1=CC=CC=2C3=CC=CC=C3C(C12)COC(=O)N[C@@H]1C[C@H](N(C1)C(=O)OC(C)(C)C)CO ((2S,4R)-tert-butyl 4-(((9H-fluoren-9-yl)methoxy)carbonylamino)-2-(hydroxymethyl)pyrrolidine-1-carboxylate), C(C)C1=CC=C(C=C1)N=C=O (4-ethylphenyl isocyanate). The reagents and catalysts are CN(C)C=1C=CN=CC1 (DMAP). Run in C1CCOC1 (THF). Reaction conditions: time 8 hour. The product is C1=CC=CC=2C3=CC=CC=C3C(C12)COC(=O)N[C@@H]1C[C@H](N(C1)C(=O)OC(C)(C)C)COC(NC1=CC=C(C=C1)CC)=O ((2S,4R)-tert-butyl 4-(((9H-fluoren-9-yl)methoxy)carbonylamino)-2-((4-ethylphenylcarbamoyloxy)methyl)pyrrolidine-1-carboxylate). Reaction SMILES: [CH:1]1[C:13]2[CH:12]([CH2:14][O:15][C:16]([NH:18][C@H:19]3[CH2:23][N:22]([C:24]([O:26][C:27]([CH3:30])([CH3:29])[CH3:28])=[O:25])[C@H:21]([CH2:31][OH:32])[CH2:20]3)=[O:17])[C:11]3[C:6](=[CH:7][CH:8]=[CH:9][CH:10]=3)[C:5]=2[CH:4]=[CH:3][CH:2]=1.[CH2:33]([C:35]1[CH:40]=[CH:39][C:38]([N:41]=[C:42]=[O:43])=[CH:37][CH:36]=1)[CH3:34]>CN(C1C=CN=CC=1)C.C1COCC1>[CH:10]1[C:11]2[CH:12]([CH2:14][O:15][C:16]([NH:18][C@H:19]3[CH2:23][N:22]([C:24]([O:26][C:27]([CH3:28])([CH3:29])[CH3:30])=[O:25])[C@H:21]([CH2:31][O:32][C:42](=[O:43])[NH:41][C:38]4[CH:39]=[CH:40][C:35]([CH2:33][CH3:34])=[CH:36][CH:37]=4)[CH2:20]3)=[O:17])[C:13]3[C:5](=[CH:4][CH:3]=[CH:2][CH:1]=3)[C:6]=2[CH:7]=[CH:8][CH:9]=1. Procedure details: To a solution of (2S,4R)-tert-butyl 4-(((9H-fluoren-9-yl)methoxy)carbonylamino)-2-(hydroxymethyl)pyrrolidine-1-carboxylate (403 mg, 0.92 mmol) and DMAP (134 mg, 1.1 mmol) in THF (10 mL) was added 4-ethylphenyl isocyanate (162 mg, 11 mmol). The reaction mixture was stirred at rt overnight and concentrated to give (2S,4R)-tert-butyl 4-(((9H-fluoren-9-yl)methoxy)carbonylamino)-2-((4-ethylphenylcarbamoyloxy)methyl)pyrrolidine-1-carboxylate, which was used without further purification. LRMS (M+H+) m/... Product: NCCCNC1=CC=C(C=2C(C3=C(C=CC(=C3C(C12)=O)O)O)=O)NCCCN (1,4-Bis(3-aminopropylamino)-5,8-dihydroxyanthraquinone). Starting materials: C1CC(=O)C2=C(C3=C(C=CC(=C3C(=C2C1=O)O)O)O)O (leuco-1,4,5,8-tetrahydroxyanthraquinone), NCCCN (1,3-diaminopropane). Run at temperature 45 celsius, time 17 hour. As a reaction SMILES: [CH2:1]1[C:15](=[O:16])[C:14]2[C:5](=[C:6]([OH:20])[C:7]3[C:12]([C:13]=2[OH:17])=[C:11](O)[CH:10]=[CH:9][C:8]=3O)[C:3](=[O:4])[CH2:2]1.[NH2:21][CH2:22][CH2:23][CH2:24][NH2:25]>>[NH2:21][CH2:22][CH2:23][CH2:24][NH:25][C:8]1[C:7]2[C:6](=[O:20])[C:5]3[C:14](=[C:15]([OH:16])[CH:1]=[CH:2][C:3]=3[OH:4])[C:13](=[O:17])[C:12]=2[C:11]([NH:21][CH2:22][CH2:23][CH2:24][NH2:25])=[CH:10][CH:9]=1. Procedure details: A suspension of 10.0 g. of leuco-1,4,5,8-tetrahydroxyanthraquinone in 120 ml. of de-aerated 1,3-diaminopropane is stirred and heated at 45° C. under nitrogen for one hour and then for 10 minutes as air is bubbled into the suspension. The mixture is then evaporated to dryness and the residue is extracted with 650 ml. of ethanol in a Soxhlet apparatus for 17 hours. The extract is filtered while hot, concentrated to 95 ml. and then diluted with 900 ml. of diethyl ether. The mixture is cooled and th... Starting materials: [C-]#[N+]C1(C(C)(C)O)C(=O)N2C1CCOC2(C)C, CC(C)(C#N)N=NC(C)(C)C#N, c1ccc([SnH](c2ccccc2)c2ccccc2)cc1, c1ccccc1. Yields the product CC(C)(O)C1C(=O)N2C1CCOC2(C)C. RXN SMILES: [CH3:1][C:2]1([CH3:17])[N:3]2[C:4](=[O:16])[C:5]([N+:10]#[C-:11])([C:12]([CH3:13])([CH3:14])[OH:15])[CH:6]2[CH2:7][CH2:8][O:9]1.[N:37]#[C:38][C:39]([N:40]=[N:41][C:42]([C:43]#[N:44])([CH3:45])[CH3:46])([CH3:47])[CH3:48].[c:18]1([SnH:19]([c:20]2[cH:21][cH:22][cH:23][cH:24][cH:25]2)[c:26]2[cH:27][cH:28][cH:29][cH:30][cH:31]2)[cH:32][cH:33][cH:34][cH:35][cH:36]1.[cH:49]1[cH:50][cH:51][cH:52][cH:53][cH:54]1>>[CH3:1][C:2]1([CH3:17])[N:3]2[C:4](=[O:16])[CH:5]([C:12]([CH3:13])([CH3:14])[OH:15])[CH:6]2[CH2:7][CH2:8][O:9]1.